From a dataset of the Open Reaction Database (ORD), a public repository of structured organic reaction records. describe an organic reaction: reactants, conditions, products, and yield The reactants are C1CC1C(C#N)O (Cyclopropylcarboxaldehyde), C(C)(C)(C)OC(NN)=O (tert-butylcarbazate). Solvent: CO (MeOH). Conditions: time 8 hour. Yields the product C(C)(C)(C)OC(=O)NN=CC1CC1 (N′-[1-Cyclopropyl-methylidene]-hydrazinecarboxylic acid tert-butyl ester). RXN SMILES: [CH2:1]1[CH:3]([CH:4](O)C#N)[CH2:2]1.[C:8]([O:12][C:13](=[O:16])[NH:14][NH2:15])([CH3:11])([CH3:10])[CH3:9]>CO>[C:8]([O:12][C:13]([NH:14][N:15]=[CH:4][CH:3]1[CH2:2][CH2:1]1)=[O:16])([CH3:11])([CH3:10])[CH3:9]. Reported procedure: Cyclopropylcarboxaldehyde (4.07 mL, 14.3 mmol) is dissolved in 3 mL MeOH and tert-butylcarbazate (1.89 g, 14.3 mmol) is added. The reaction mixture is stirred overnight at RT and subsequently concentrated in vacuo. Yield: 2.57 g. Starting materials: ClC=1C=C(C(C(=O)O)=CC1Cl)C(=O)O (4,5-dichlorophthalic acid), B.CSC (borane methyl sulfide). Run at temperature 0 celsius. The product is ClC=1C=C(C(=CC1Cl)CO)CO (4,5-Dichloro-1,2-benzenedimethanol). As a reaction SMILES: [Cl:1][C:2]1[CH:3]=[C:4]([C:12](O)=[O:13])[C:5](=[CH:9][C:10]=1[Cl:11])[C:6](O)=[O:7].B.CSC>>[Cl:1][C:2]1[CH:3]=[C:4]([CH2:12][OH:13])[C:5]([CH2:6][OH:7])=[CH:9][C:10]=1[Cl:11] |f:1.2|. Procedure details: A 1.24 g portion of 4,5-dichlorophthalic acid is dissolved in 40 mL anhydrous tetahydrofuran and the solution is cooled to 0° C. To this solution is slowly added 4 mL of borane-methyl sulfide. The reaction flask is first warmed to room temperature, then heated to reflux for 12 hours. The product mixture is cooled to 0° C., then slowly quenched with 50 mL methyl alcohol. Following removal of the solvent, the residue is partitioned between 40 mL water, and 100 mL 1:1 ethyl acetate tetrahydrofuran....